This data is from the Open Reaction Database (ORD), a public repository of structured organic reaction records. The task is: describe an organic reaction: reactants, conditions, products, and yield The reactants are CN1C=C(C2=CC=CC=C12)C=1C(NC(C1C1=CN(C2=CC=CC=C12)CCCSC)=O)=O (3-(1-methyl-3-indolyl)-4-[1-[3-(methylthio)propyl]-3-indolyl]-1H-pyrrole-2,5-dione), ClC1=CC(=CC=C1)C(=O)OO (metachloroperbenzoic acid). Run in ClCCl (dichloromethane), ClCCl (dichloromethane). Run at time 1 hour. The product is CN1C=C(C2=CC=CC=C12)C=1C(NC(C1C1=CN(C2=CC=CC=C12)CCCS(=O)C)=O)=O (rac-3-(1-methyl-3-indolyl)-4-[1-(3-methylsulphinylpropyl)-3-indolyl]-1H-pyrrole-2,5-dione). The yield is 69.8%. As a reaction SMILES: [CH3:1][N:2]1[C:10]2[C:5](=[CH:6][CH:7]=[CH:8][CH:9]=2)[C:4]([C:11]2[C:12](=[O:31])[NH:13][C:14](=[O:30])[C:15]=2[C:16]2[C:24]3[C:19](=[CH:20][CH:21]=[CH:22][CH:23]=3)[N:18]([CH2:25][CH2:26][CH2:27][S:28][CH3:29])[CH:17]=2)=[CH:3]1.ClC1C=CC=C(C(OO)=[O:40])C=1>ClCCl>[CH3:1][N:2]1[C:10]2[C:5](=[CH:6][CH:7]=[CH:8][CH:9]=2)[C:4]([C:11]2[C:12](=[O:31])[NH:13][C:14](=[O:30])[C:15]=2[C:16]2[C:24]3[C:19](=[CH:20][CH:21]=[CH:22][CH:23]=3)[N:18]([CH2:25][CH2:26][CH2:27][S:28]([CH3:29])=[O:40])[CH:17]=2)=[CH:3]1. Reported procedure: 116 mg of the product of Example 96 in 5 ml of dichloromethane were treated at 0° C. with 60 mg of 85% metachloroperbenzoic acid in 5 ml of dichloromethane. The solution was allowed to warm to room temperature and was then stirred for 1 hour. The solution was washed with aqueous sodium bicarbonate and dried. The solution was concentrated and the residue was crystallized from ethyl acetate/hexane to give 84 mg of rac-3-(1-methyl-3-indolyl)-4-[1-(3-methylsulphinylpropyl)-3-indolyl]-1H-pyrrole-2,5-... Reactants: NC1=CC=CC=C1C(C)C, O=S(C1=CC=C([N+]([O-])=O)C=C1)(Cl)=O. Reagents/catalysts: O=C([O-])O.[Na+] (NaHCO3). Solvent: O (water), OCCOCCOCCOCCOCCO (PEG400), CC(C)=O (acetone). Conditions: temperature 25 celsius, pressure 100 psi, time 20 minute. The product is CC(C)c1ccccc1NS(=O)(=O)c1ccc([N+](=O)[O-])cc1. Isolated yield 93.0%. Reactants: C(C)(C)N(C(C)C)CC (N,N-diisopropylethylamine), Cl.BrC=1C=C2CCNCC2=CC1 (6-bromo-1,2,3,4-tetrahydroisoquinoline hydrochloride), ClC1=NC=NC(=N1)Cl (2,4-Dichloro-1,3,5-triazine). Solvent: CN(C)C=O (DMF). Conditions: temperature 0 celsius, time 1.5 hour. Product: BrC=1C=C2CCN(CC2=CC1)C1=NC=NC(=N1)Cl (6-bromo-2-(4-chloro-1,3,5-triazin-2-yl)-1,2,3,4-tetrahydroisoquinoline). Isolated yield 45.9%. RXN SMILES: Cl[C:2]1[N:7]=[C:6]([Cl:8])[N:5]=[CH:4][N:3]=1.C(N(CC)C(C)C)(C)C.Cl.[Br:19][C:20]1[CH:21]=[C:22]2[C:27](=[CH:28][CH:29]=1)[CH2:26][NH:25][CH2:24][CH2:23]2>CN(C=O)C>[Br:19][C:20]1[CH:21]=[C:22]2[C:27](=[CH:28][CH:29]=1)[CH2:26][N:25]([C:2]1[N:7]=[C:6]([Cl:8])[N:5]=[CH:4][N:3]=1)[CH2:24][CH2:23]2 |f:2.3|. Reported procedure: 2,4-Dichloro-1,3,5-triazine (2.01 g, 12.7 mmol) was dissolved in 10 mL of dry DMF and the solution was cooled to 0° C. To this solution was added N,N-diisopropylethylamine, (6.65 mL, 38.2 mmol) and 6-bromo-1,2,3,4-tetrahydroisoquinoline hydrochloride (3.26 g, 12.7 mmol). The resulting reaction mixture was stirred at 0° C. to RT for 1.5 h. The reaction mixture was quenched with water (10 mL) and extracted with EtOAc. The organics were dried with MgSO4, filtered and concentrated under reduced pres...